This data is from the Open Reaction Database (ORD), a public repository of structured organic reaction records. The task is: describe an organic reaction: reactants, conditions, products, and yield The reactants are BrC1=NC=C(C=C1)Br.OC=1C=NC=NC1 (2,5-dibromo-pyridine 5-hydroxypyrimidine), C([O-])([O-])=O.[Cs+].[Cs+] (cesium carbonate). Run in CC(=O)N(C)C (DMA). Yields the product BrC=1C=CC(=NC1)OC=1C=NC=NC1 (5-(5-Bromo-pyridin-2-yloxy)-pyrimidine). As a reaction SMILES: Br[C:2]1[CH:7]=[CH:6][C:5]([Br:8])=[CH:4][N:3]=1.[OH:9][C:10]1[CH:11]=[N:12][CH:13]=[N:14][CH:15]=1.C(=O)([O-])[O-].[Cs+].[Cs+]>CC(N(C)C)=O>[Br:8][C:5]1[CH:6]=[CH:7][C:2]([O:9][C:10]2[CH:11]=[N:12][CH:13]=[N:14][CH:15]=2)=[N:3][CH:4]=1 |f:0.1,2.3.4|. Procedure: Educts: 2,5-dibromo-pyridine/5-hydroxypyrimidine using cesium carbonate as base and DMA as solvent